This data is from the Open Reaction Database (ORD), a public repository of structured organic reaction records. The task is: describe an organic reaction: reactants, conditions, products, and yield Reactants: C(C)(C)(C)OC(NC1=C2C(N(C(C2=CC(=C1)Br)=O)C[C@@H](C)C1=CC=CC=C1)=O)=O ((S)-[6-Bromo-1,3-dioxo-2-(2-phenyl-propyl)-2,3-dihydro-1H-isoindol-4-yl]-carbamic acid tert-butyl ester). Run in C(Cl)Cl (DCM), C(=O)(C(F)(F)F)O (TFA). Product: NC1=C2C(N(C(C2=CC(=C1)Br)=O)C[C@@H](C)C1=CC=CC=C1)=O ((S)-4-Amino-6-bromo-2-(2-phenyl-propyl)-isoindole-1,3-dione). The yield is 87.5%. As a reaction SMILES: C(OC(=O)[NH:7][C:8]1[CH:16]=[C:15]([Br:17])[CH:14]=[C:13]2[C:9]=1[C:10](=[O:28])[N:11]([CH2:19][C@H:20]([C:22]1[CH:27]=[CH:26][CH:25]=[CH:24][CH:23]=1)[CH3:21])[C:12]2=[O:18])(C)(C)C>C(Cl)Cl.C(O)(C(F)(F)F)=O>[NH2:7][C:8]1[CH:16]=[C:15]([Br:17])[CH:14]=[C:13]2[C:9]=1[C:10](=[O:28])[N:11]([CH2:19][C@H:20]([C:22]1[CH:27]=[CH:26][CH:25]=[CH:24][CH:23]=1)[CH3:21])[C:12]2=[O:18]. Procedure: (S)-[6-Bromo-1,3-dioxo-2-(2-phenyl-propyl)-2,3-dihydro-1H-isoindol-4-yl]-carbamic acid tert-butyl ester (160 mg, 0.35 mmol) was stirred in a mixture of DCM (2 mL) and TFA (1 mL) for 3 h at rt. The mixture was concentrated, and the residue was diluted with satd. aq. NaHCO3 and extracted with DCM (3×). The combined organic layers were dried (Na2SO4) and concentrated to give a yellow oil. Purification by flash chromatography (EtOAc/hexanes) gave 110 mg (87%) of the desired amine as a yellow foam. 1...